describe an organic reaction: reactants, conditions, products, and yield From a dataset of the Open Reaction Database (ORD), a public repository of structured organic reaction records. The reactants are COC(=O)c1cc(OCC2OC(n3cnc4c(Cl)ncnc43)C3OC(C)(C)OC23)no1, CNCc1ccccc1, CCN(C(C)C)C(C)C, C1CCOC1. The product is COC(=O)c1cc(OCC2OC(n3cnc4c(N(C)Cc5ccccc5)ncnc43)C3OC(C)(C)OC23)no1. Reaction SMILES: [CH3:1][O:2][C:3](=[O:4])[c:5]1[cH:6][c:7]([O:10][CH2:11][CH:12]2[O:13][CH:14]([n:22]3[c:23]4[n:24][cH:25][n:26][c:27]([Cl:31])[c:28]4[n:29][cH:30]3)[CH:15]3[O:16][C:17]([CH3:20])([CH3:21])[O:18][CH:19]23)[n:8][o:9]1.[CH3:41][NH:42][CH2:43][c:44]1[cH:45][cH:46][cH:47][cH:48][cH:49]1.[CH:32]([N:33]([CH:34]([CH3:35])[CH3:36])[CH2:37][CH3:38])([CH3:39])[CH3:40].[O:50]1[CH2:51][CH2:52][CH2:53][CH2:54]1>>[CH3:1][O:2][C:3](=[O:4])[c:5]1[cH:6][c:7]([O:10][CH2:11][CH:12]2[O:13][CH:14]([n:22]3[c:23]4[n:24][cH:25][n:26][c:27]([N:42]([CH3:41])[CH2:43][c:44]5[cH:45][cH:46][cH:47][cH:48][cH:49]5)[c:28]4[n:29][cH:30]3)[CH:15]3[O:16][C:17]([CH3:20])([CH3:21])[O:18][CH:19]23)[n:8][o:9]1. The reactants are ClC=1C=C2CCC(C2=CC1)=O (5-chloro-1-indanone), CC(C=C)O (3-buten-2-ol), C1(=CC=C(C=C1)S(=O)(=O)O)C (p-toluenesulfonic acid). Solvent: COC(C)(C)OC (2,2-dimethoxy-propane), C1(=CC=CC=C1)C (toluene). The product is C(C=CC)C1C(C2=CC=C(C=C2C1)Cl)=O ((RS)-2-(2-buten-1-yl)-5-chloro-1-indanone). The yield is 36.0%. RXN SMILES: [Cl:1][C:2]1[CH:3]=[C:4]2[C:8](=[CH:9][CH:10]=1)[C:7](=[O:11])[CH2:6][CH2:5]2.[CH3:12][CH:13](O)[CH:14]=[CH2:15].C1(C)C=CC(S(O)(=O)=O)=CC=1>COC(OC)(C)C.C1(C)C=CC=CC=1>[CH2:12]([CH:6]1[CH2:5][C:4]2[C:8](=[CH:9][CH:10]=[C:2]([Cl:1])[CH:3]=2)[C:7]1=[O:11])[CH:13]=[CH:14][CH3:15]. Reported procedure: A solution of 25 g of 5-chloro-1-indanone, 31 ml of 3-buten-2-ol and 250 mg of p-toluenesulfonic acid in 31 ml of 2,2-dimethoxy-propane and 250 ml of anhydrous toluene was boiled under reflux for 17 hours. The reaction mixture was subsequently concentrated in a vacuum and purified by column chromatography on silica gel (hexane/diethyl ether 5:1). 11.9 g (36%) of (RS)-2-(2-buten-1-yl)-5-chloro-1-indanone were obtained as a yellow oil. The reactants are C(C)(=O)OCC1=NC=C(C=C1)OC(C)C ([5-(1-Methylethoxy)pyridin-2-yl]methyl acetate), C([O-])([O-])=O.[K+].[K+] (potassium carbonate). Run in CO (methanol). Run at time 1 hour. The product is CC(C)OC=1C=CC(=NC1)CO ([5-(1-methylethoxy)pyridin-2-yl]methanol). Isolated yield 82.0%. Reaction SMILES: C([O:4][CH2:5][C:6]1[CH:11]=[CH:10][C:9]([O:12][CH:13]([CH3:15])[CH3:14])=[CH:8][N:7]=1)(=O)C.C(=O)([O-])[O-].[K+].[K+]>CO>[CH3:15][CH:13]([O:12][C:9]1[CH:10]=[CH:11][C:6]([CH2:5][OH:4])=[N:7][CH:8]=1)[CH3:14] |f:1.2.3|. Reported procedure: [5-(1-Methylethoxy)pyridin-2-yl]methyl acetate (209 mg) was dissolved in methanol (2.0 mL), added potassium carbonate (276 mg, 2.0 mmol), and the mixture was stirred at room temperature for 1 hour. The reaction solution was concentrated in vacuo, added water and extracted with ethyl acetate. The organic layer was washed with brine, dried over sodium sulfate, and concentrated in vacuo. The obtained residue was purified by silica-gel column chromatography (hexane/ethyl acetate), and [5-(1-methylet...